Dataset: the Open Reaction Database (ORD), a public repository of structured organic reaction records. Task: describe an organic reaction: reactants, conditions, products, and yield Starting materials: Cc1ccc(F)cc1C(OCC#N)C1CCCN(C(=O)OC(C)(C)C)C1, C1CCOC1, CO. The product is Cc1ccc(F)cc1C(OCCN)C1CCCN(C(=O)OC(C)(C)C)C1. Reaction SMILES: [C:1](#[N:2])[CH2:3][O:4][CH:5]([CH:6]1[CH2:7][N:8]([C:12](=[O:13])[O:14][C:15]([CH3:16])([CH3:17])[CH3:18])[CH2:9][CH2:10][CH2:11]1)[c:19]1[c:20]([CH3:26])[cH:21][cH:22][c:23]([F:25])[cH:24]1.[CH2:29]1[O:30][CH2:31][CH2:32][CH2:33]1.[CH3:27][OH:28]>>[CH2:1]([NH2:2])[CH2:3][O:4][CH:5]([CH:6]1[CH2:7][N:8]([C:12](=[O:13])[O:14][C:15]([CH3:16])([CH3:17])[CH3:18])[CH2:9][CH2:10][CH2:11]1)[c:19]1[c:20]([CH3:26])[cH:21][cH:22][c:23]([F:25])[cH:24]1. Product: Cc1ccc(CC=Cc2ccc([N+](=O)[O-])cc2)cc1. Starting materials: [Br-], [Li]CCCC, Cc1ccc(CC[P+](c2ccccc2)(c2ccccc2)c2ccccc2)cc1, CCCCCC, O=Cc1ccc([N+](=O)[O-])cc1, C1CCOC1, O. As a reaction SMILES: [Br-:1].[CH2:30]([Li:31])[CH2:32][CH2:33][CH3:34].[CH3:2][c:3]1[cH:4][cH:5][c:6]([CH2:9][CH2:10][P+:11]([c:12]2[cH:13][cH:14][cH:15][cH:16][cH:17]2)([c:18]2[cH:19][cH:20][cH:21][cH:22][cH:23]2)[c:24]2[cH:25][cH:26][cH:27][cH:28][cH:29]2)[cH:7][cH:8]1.[CH3:51][CH2:52][CH2:53][CH2:54][CH2:55][CH3:56].[N+:35](=[O:36])([O-:37])[c:38]1[cH:39][cH:40][c:41]([CH:42]=[O:43])[cH:44][cH:45]1.[O:46]1[CH2:47][CH2:48][CH2:49][CH2:50]1.[OH2:57]>>[CH3:2][c:3]1[cH:4][cH:5][c:6]([CH2:9][CH:10]=[CH:42][c:41]2[cH:40][cH:39][c:38]([N+:35](=[O:36])[O-:37])[cH:45][cH:44]2)[cH:7][cH:8]1. RXN SMILES: [C:1]([CH3:2])([CH3:3])([CH3:4])[O:5][C:6](=[O:7])[N:8]1[CH2:9][CH2:10][C:11]([c:14]2[cH:15][cH:16][c:17]([CH:20]([CH3:21])[N:22]3[C:23](=[O:39])[O:24][C:25]([c:28]4[cH:29][cH:30][cH:31][cH:32][cH:33]4)([CH2:34][C:35]([CH3:36])([CH3:37])[OH:38])[CH2:26][CH2:27]3)[cH:18][cH:19]2)=[CH:12][CH2:13]1.[CH3:40][OH:41].[H:42][H:43]>>[C:1]([CH3:2])([CH3:3])([CH3:4])[O:5][C:6](=[O:7])[N:8]1[CH2:9][CH2:10][CH:11]([c:14]2[cH:15][cH:16][c:17]([CH:20]([CH3:21])[N:22]3[C:23](=[O:39])[O:24][C:25]([c:28]4[cH:29][cH:30][cH:31][cH:32][cH:33]4)([CH2:34][C:35]([CH3:36])([CH3:37])[OH:38])[CH2:26][CH2:27]3)[cH:18][cH:19]2)[CH2:12][CH2:13]1. Product: CC(c1ccc(C2CCN(C(=O)OC(C)(C)C)CC2)cc1)N1CCC(CC(C)(C)O)(c2ccccc2)OC1=O. Starting materials: CC(c1ccc(C2=CCN(C(=O)OC(C)(C)C)CC2)cc1)N1CCC(CC(C)(C)O)(c2ccccc2)OC1=O, CO, [H][H]. The reactants are 6, Cl (hydrochloric acid), N([C@@H](CCC)C(=O)N[C@@H](CCSC)C(=O)N)C(=O)OC(C)(C)C (BOC-Nva-Met-NH2). The solvent is C(C)(=O)OCC (ethyl acetate), C(C)(=O)OCC (ethyl acetate), CCOCC (ether). Run at time 1 hour. The product is N[C@@H](CCC)C(=O)N[C@@H](CCSC)C(=O)N.Cl (H-Nva-Met-NH2.HCl). Yield: 89.0%. Reaction SMILES: [NH:1](C(OC(C)(C)C)=O)[C@H:2]([C:6]([NH:8][C@H:9]([C:14]([NH2:16])=[O:15])[CH2:10][CH2:11][S:12][CH3:13])=[O:7])[CH2:3][CH2:4][CH3:5].[ClH:24]>C(OCC)(=O)C.CCOCC>[NH2:1][C@H:2]([C:6]([NH:8][C@H:9]([C:14]([NH2:16])=[O:15])[CH2:10][CH2:11][S:12][CH3:13])=[O:7])[CH2:3][CH2:4][CH3:5].[ClH:24] |f:4.5|. Procedure details: 4.5 g (13 mmoles) of BOC-Nva-Met-NH2 are suspended in 20 ml of ethyl acetate, and 20 ml of a 6 n hydrochloric acid solution in ethyl acetate are added to the suspension. After one hour of standing the reaction mixture is diluted with ether, the separated precipitate is filtered off, and dried in vacuo over anhydrous sodium hydroxide. The resulting 4 g of crude product are recrystallized from a mixture of methanol and ether. 3.28 g (89%) of H-Nva-Met-NH2.HCl are obtained; m.p.: 198°-200° C., Rf5 ... The reactants are ClC1=C(C(=NC(=N1)S(=O)(=O)C)NC(C)C)C1=C(C=CC=C1F)Cl ([6-chloro-5-(2-chloro-6-fluorophenyl)-2-methanesulfonylpyrimidin-4-yl]isopropylamine), [C-]#N.[K+] (potassium cyanide). Run in C(C)#N (acetonitrile). Yields the product ClC1=NC(=NC(=C1C1=C(C=CC=C1F)Cl)NC(C)C)C#N (4-chloro-5-(2-chloro-6-fluorophenyl)-6-isopropylaminopyrimidine-2-carbonitrile). Isolated yield 71.3%. As a reaction SMILES: [Cl:1][C:2]1[N:7]=[C:6](S(C)(=O)=O)[N:5]=[C:4]([NH:12][CH:13]([CH3:15])[CH3:14])[C:3]=1[C:16]1[C:21]([F:22])=[CH:20][CH:19]=[CH:18][C:17]=1[Cl:23].[C-:24]#[N:25].[K+]>C(#N)C>[Cl:1][C:2]1[C:3]([C:16]2[C:21]([F:22])=[CH:20][CH:19]=[CH:18][C:17]=2[Cl:23])=[C:4]([NH:12][CH:13]([CH3:15])[CH3:14])[N:5]=[C:6]([C:24]#[N:25])[N:7]=1 |f:1.2|. Reported procedure: A solution of 1.0 g (2.63 mmol) of sulfone 3 and 0.21 g (3.16 mmol) of potassium cyanide in acetonitrile was stirred at 20-25° C. for 5 days. The solvent was distilled off and the residue was digested with MTBE:ethyl acetate [EA] 9:1. Filtration and concentration of the filtrate gave 0.61 g of the title compound of m.p 186-188° C. The reactants are CO, COC(=O)c1cccc(S(=O)(=O)N2CC(C)CC(C)C2)c1Cl, [Na+], [OH-], O. Product: CC1CC(C)CN(S(=O)(=O)c2cccc(C(=O)O)c2Cl)C1. Reaction SMILES: [CH3:25][OH:26].[CH3:3][CH:4]1[CH2:5][N:6]([S:11](=[O:12])(=[O:13])[c:14]2[cH:15][cH:16][cH:17][c:18]([C:19](=[O:20])[O:21][CH3:22])[c:23]2[Cl:24])[CH2:7][CH:8]([CH3:10])[CH2:9]1.[Na+:2].[OH-:1].[OH2:27]>>[CH3:3][CH:4]1[CH2:5][N:6]([S:11](=[O:12])(=[O:13])[c:14]2[cH:15][cH:16][cH:17][c:18]([C:19](=[O:20])[OH:21])[c:23]2[Cl:24])[CH2:7][CH:8]([CH3:10])[CH2:9]1. The reactants are CCc1ccc(Oc2ccc(C=O)cc2)cc1, CC=C(C)C, CC(C)(C)O, [O-][Cl+][O-], [Na+], [Na+], O, O, O, O=P([O-])(O)O. Product: CCc1ccc(Oc2ccc(C(=O)O)cc2)cc1. Reaction SMILES: [CH2:1]([CH3:2])[c:3]1[cH:4][cH:5][c:6]([O:7][c:8]2[cH:9][cH:10][c:11]([CH:12]=[O:13])[cH:14][cH:15]2)[cH:16][cH:17]1.[CH3:18][C:19](=[CH:20][CH3:21])[CH3:22].[CH3:36][C:37]([OH:38])([CH3:39])[CH3:40].[Cl+:31]([O-:32])[O-:33].[Na+:30].[Na+:34].[OH2:23].[OH2:24].[OH2:35].[P:25](=[O:26])([O-:27])([OH:28])[OH:29]>>[CH2:1]([CH3:2])[c:3]1[cH:4][cH:5][c:6]([O:7][c:8]2[cH:9][cH:10][c:11]([C:12](=[O:13])[OH:26])[cH:14][cH:15]2)[cH:16][cH:17]1.